This data is from the Open Reaction Database (ORD), a public repository of structured organic reaction records. The task is: describe an organic reaction: reactants, conditions, products, and yield The reactants are S(N)(=O)(=O)C=1C=C(C=CC1)C(C=[N+]=[N-])=O (3'-sulfamoyl-diazoacetophenone), Cl (HCl), C(C)O (ethanol). The solvent is COCCOCCOC (diethylene glycol dimethyl ether). Product: ClCC(=O)C1=CC(=CC=C1)S(N)(=O)=O (2-Chloro-3'-sulfamoylacetophenone). Reaction SMILES: [S:1]([C:5]1[CH:6]=[C:7]([C:11](=[O:15])[CH:12]=[N+]=[N-])[CH:8]=[CH:9][CH:10]=1)(=[O:4])(=[O:3])[NH2:2].[ClH:16].C(O)C>COCCOCCOC>[Cl:16][CH2:12][C:11]([C:7]1[CH:8]=[CH:9][CH:10]=[C:5]([S:1](=[O:4])(=[O:3])[NH2:2])[CH:6]=1)=[O:15]. Procedure: 9.5 g of 3'-sulfamoyl-diazoacetophenone were reacted as prescribed in Example 66b) with 37% HCl in diethylene glycol dimethyl ether and worked up. Colorless crystals, melting point: 118° C (from a small amount of ethanol). Starting materials: O=C(C=1C=CC=C(OC)C1OC)N(C(C)C)C(C)C. Reagents/catalysts: O=C1C=CC=2C=CC=C(C3=CN=C(C=C3)C=4N=CC=CC4)C2N1, O1B(OC(C)(C)C1(C)C)B2OC(C)(C)C(O2)(C)C, [K].OC(C)(C)C, C[OH2+].C[OH2+].C1CC=CCCC=C1.C1CC=CCCC=C1.[Ir].[Ir]. The solvent is O1CCCC1. Run at temperature 80 celsius, time 12 hour. Product: O=C(C1=CC(=CC(OC)=C1OC)B2OC(C)(C)C(O2)(C)C)N(C(C)C)C(C)C. Yield: 86.0%. Procedure: In an argon filled glove box, a 5.0 mL wheaton microreactor was charged with [Ir(cod)(OMe)]2 (1.98 mg, 1.5 mol%), L1 ligand (2.1 mg, 3.5 mol%), B2pin2 (50.8 mg, 1.0 equiv.), KOtBu (1.0 mg, 4.5 mol%) and dry THF (1.0 mL). The reaction mixture was stirred for 2 minutes at room temperature. To this mixture, N,N-diisopropyl-2,3-dimethoxybenzamide (53.1 mg, 0.2 mmol) was added. The microreactor was capped with a teflon pressure cap and placed into pre-heated aluminum block at 80oC. The reaction mixtu... The reactants are C(C)(C)(C)OC(=O)N1C[C@@](CC1)(C)NC(=O)OCC1=CC=CC=C1 ((S)-3-benzyloxycarbonylamino-3-methyl-pyrrolidine-1-carboxylic acid tert-butyl ester). Reagents/catalysts: [Pd] (Pd/C). Run in CO (MeOH). Reaction conditions: time 2 hour. Yields the product C(C)(C)(C)OC(=O)N1C[C@@](CC1)(C)N ((S)-3-amino-3-methyl-pyrrolidine-1-carboxylic acid tert-butyl ester). Yield: 11.8%. As a reaction SMILES: [C:1]([O:5][C:6]([N:8]1[CH2:12][CH2:11][C@@:10]([NH:14]C(OCC2C=CC=CC=2)=O)([CH3:13])[CH2:9]1)=[O:7])([CH3:4])([CH3:3])[CH3:2]>CO.[Pd]>[C:1]([O:5][C:6]([N:8]1[CH2:12][CH2:11][C@@:10]([NH2:14])([CH3:13])[CH2:9]1)=[O:7])([CH3:4])([CH3:2])[CH3:3]. Procedure details: A mixture of (S)-3-benzyloxycarbonylamino-3-methyl-pyrrolidine-1-carboxylic acid tert-butyl ester (enantiomer 1, SFC (Table 1, Method 51) Rt=3.693 min, 1.7 g, 5.08 mmol) and Pd/C (10%, 0.2 g, 0.19 mmol) in MeOH (10 mL) was stirred at ambient temperature under an atmosphere of H2 (1 atm) for 2 h. The reaction mixture was filtered and the filtrate was concentrated in vacuo to give (S)-3-amino-3-methyl-pyrrolidine-1-carboxylic acid tert-butyl ester (0.12 g, 67%). 1H NMR (400 MHz, CDCl3) δ 3.62-3.06... Starting materials: BrC1CCCC1, O=C(CN1CCc2cc(O)ccc2C1)N1CCN(C2CCC2)CC1, [K+], [K+], O=C([O-])[O-], CN(C)C=O, O. Yields the product O=C(CN1CCc2cc(OC3CCCC3)ccc2C1)N1CCN(C2CCC2)CC1. RXN SMILES: [Br:25][CH:26]1[CH2:27][CH2:28][CH2:29][CH2:30]1.[CH:1]1([N:5]2[CH2:6][CH2:7][N:8]([C:11]([CH2:12][N:13]3[CH2:14][c:15]4[cH:16][cH:17][c:18]([OH:23])[cH:19][c:20]4[CH2:21][CH2:22]3)=[O:24])[CH2:9][CH2:10]2)[CH2:2][CH2:3][CH2:4]1.[K+:31].[K+:32].[O-:33][C:34]([O-:35])=[O:36].[O:38]=[CH:39][N:40]([CH3:41])[CH3:42].[OH2:37]>>[CH:1]1([N:5]2[CH2:6][CH2:7][N:8]([C:11]([CH2:12][N:13]3[CH2:14][c:15]4[cH:16][cH:17][c:18]([O:23][CH:26]5[CH2:27][CH2:28][CH2:29][CH2:30]5)[cH:19][c:20]4[CH2:21][CH2:22]3)=[O:24])[CH2:9][CH2:10]2)[CH2:2][CH2:3][CH2:4]1. The reactants are C(CCCCCCC)OC1=CC=C(C=C1)C1=CC=C(C=C1)C(=O)O (4'-octyloxy-4-biphenycarboxylic acid), ClN(S(=O)(=O)C1=CC=C(C=C1)C)Cl (N,N-dichloro-p-toluenesulfonamide), Cl (hydrochloric acid), CC=1C=CC(=CC1)S(=O)(=O)N(Cl)Cl (dichloramine T). The solvent is C(C)(=O)O (acetic acid), C(C)(=O)O (acetic acid), C(C)(=O)O (acetic acid). Reaction conditions: time 8 hour. Yields the product ClC=1C=C(C=CC1OCCCCCCCC)C1=CC=C(C=C1)C(=O)O (3'-chloro-4'-octyloxy-4-biphenylcarboxylic acid). The yield is 128.2%. As a reaction SMILES: [Cl:1]N(Cl)S(C1C=CC(C)=CC=1)(=O)=O.Cl.[CH2:15]([O:23][C:24]1[CH:29]=[CH:28][C:27]([C:30]2[CH:35]=[CH:34][C:33]([C:36]([OH:38])=[O:37])=[CH:32][CH:31]=2)=[CH:26][CH:25]=1)[CH2:16][CH2:17][CH2:18][CH2:19][CH2:20][CH2:21][CH3:22]>C(O)(=O)C>[Cl:1][C:25]1[CH:26]=[C:27]([C:30]2[CH:35]=[CH:34][C:33]([C:36]([OH:38])=[O:37])=[CH:32][CH:31]=2)[CH:28]=[CH:29][C:24]=1[O:23][CH2:15][CH2:16][CH2:17][CH2:18][CH2:19][CH2:20][CH2:21][CH3:22]. Procedure details: N,N-dichloro-p-toluenesulfonamide (hereinafter abbreviated to "dichloramine T") (7.5 g, 0.032 mol) was dissolved in acetic acid (100 ml), followed by adding to the solution, hydrochloric acid (0.4 ml), dropwise adding to the acetic acid solution of dichloramine T, a solution of 4'-octyloxy-4-biphenycarboxylic acid (20 g, 0.063 mol) dissolved in acetic acid (100 ml), refluxing the mixture, allowing it to stand overnight, distilling off acetic acid and filtering off deposited crystals to obtain 3'...